From a dataset of the Open Reaction Database (ORD), a public repository of structured organic reaction records. describe an organic reaction: reactants, conditions, products, and yield Starting materials: C(=O)NC=1SC=C(N1)C(C(=O)NC1[C@@H]2N(C(=C(CS2)CSC2=NN=C(N2N)C)C(=O)O)C1=O)=NOCCCNC(=O)OC(C)(C)C (7-[2-(2-formamidothiazol-4-yl)-2-(3-tert-butoxycarbonylaminopropoxyimino)acetamido]-3-(4-amino-5-methyl-4H-1,2,4-triazol-3-yl)thiomethyl-3-cephem-4-carboxylic acid), Cl (hydrochloric acid). The solvent is CO (methanol). The product is Cl.Cl.Cl.NC=1SC=C(N1)C(C(=O)NC1[C@@H]2N(C(=C(CS2)CSC2=NN=C(N2N)C)C(=O)O)C1=O)=NOCCCN (7-[2-(2-aminothiazol-4-yl)-2-(3-aminopropoxyimino)acetamido]-3-(4-amino-5-methyl-4H-1,2,4-triazol-3-yl)thiomethyl-3-cephem-4-carboxylic acid trihydrochloride). Yield: 85.8%. RXN SMILES: C([NH:3][C:4]1[S:5][CH:6]=[C:7]([C:9](=[N:34][O:35][CH2:36][CH2:37][CH2:38][NH:39]C(OC(C)(C)C)=O)[C:10]([NH:12][CH:13]2[C:32](=[O:33])[N:15]3[C:16]([C:29]([OH:31])=[O:30])=[C:17]([CH2:20][S:21][C:22]4[N:26]([NH2:27])[C:25]([CH3:28])=[N:24][N:23]=4)[CH2:18][S:19][C@H:14]23)=[O:11])[N:8]=1)=O.[ClH:47]>CO>[ClH:47].[ClH:47].[ClH:47].[NH2:3][C:4]1[S:5][CH:6]=[C:7]([C:9](=[N:34][O:35][CH2:36][CH2:37][CH2:38][NH2:39])[C:10]([NH:12][CH:13]2[C:32](=[O:33])[N:15]3[C:16]([C:29]([OH:31])=[O:30])=[C:17]([CH2:20][S:21][C:22]4[N:26]([NH2:27])[C:25]([CH3:28])=[N:24][N:23]=4)[CH2:18][S:19][C@H:14]23)=[O:11])[N:8]=1 |f:3.4.5.6|. Reported procedure: A solution of 7-[2-(2-formamidothiazol-4-yl)-2-(3-tert-butoxycarbonylaminopropoxyimino)acetamido]-3-(4-amino-5-methyl-4H-1,2,4-triazol-3-yl)thiomethyl-3-cephem-4-carboxylic acid (syn isomer, 1.45 g.), and conc. hydrochloric acid (1.1 g.) in methanol (10.2 ml.) was treated in a similar manner to that of Example 8-(2) to give 7-[2-(2-aminothiazol-4-yl)-2-(3-aminopropoxyimino)acetamido]-3-(4-amino-5-methyl-4H-1,2,4-triazol-3-yl)thiomethyl-3-cephem-4-carboxylic acid trihydrochloride (syn isomer, 1.2...